Dataset: the Open Reaction Database (ORD), a public repository of structured organic reaction records. Task: describe an organic reaction: reactants, conditions, products, and yield The reactants are IC (iodomethane), C(C)(C)(C)OC(=O)N1CCCC2=CC(=CN=C12)C=1C=NC=C(C1)CNC(=O)C1CCOCC1 (6-(5-{[(Tetrahydro-pyran-4-carbonyl)-amino]-methyl}-pyridin-3-yl)-3,4-dihydro-2H-[1,8]naphthyridine-1-carboxylic acid tert-butyl ester), [H-].[Na+] (Sodium hydride), oil, [NH4+].[Cl-] (NH4Cl). Run in CN(C)C=O (DMF), CCOC(=O)C (EtOAc), O (water). Reaction conditions: temperature 0 celsius, time 10 minute. The product is C(C)(C)(C)OC(=O)N1CCCC2=CC(=CN=C12)C=1C=NC=C(C1)CN(C(=O)C1CCOCC1)C (6-(5-{[methyl-(tetrahydro-pyran-4-carbonyl)-amino]-methyl}-pyridin-3-yl)-3,4-dihydro-2H-[1,8]naphthyridine-1-carboxylic acid tert-butyl ester). Yield: 51.7%. Reaction SMILES: [C:1]([O:5][C:6]([N:8]1[C:17]2[C:12](=[CH:13][C:14]([C:18]3[CH:19]=[N:20][CH:21]=[C:22]([CH2:24][NH:25][C:26]([CH:28]4[CH2:33][CH2:32][O:31][CH2:30][CH2:29]4)=[O:27])[CH:23]=3)=[CH:15][N:16]=2)[CH2:11][CH2:10][CH2:9]1)=[O:7])([CH3:4])([CH3:3])[CH3:2].[H-].[Na+].I[CH3:37].[NH4+].[Cl-]>CN(C=O)C.CCOC(C)=O.O>[C:1]([O:5][C:6]([N:8]1[C:17]2[C:12](=[CH:13][C:14]([C:18]3[CH:19]=[N:20][CH:21]=[C:22]([CH2:24][N:25]([CH3:37])[C:26]([CH:28]4[CH2:33][CH2:32][O:31][CH2:30][CH2:29]4)=[O:27])[CH:23]=3)=[CH:15][N:16]=2)[CH2:11][CH2:10][CH2:9]1)=[O:7])([CH3:4])([CH3:2])[CH3:3] |f:1.2,4.5|. Procedure details: 6-(5-{[(Tetrahydro-pyran-4-carbonyl)-amino]-methyl}-pyridin-3-yl)-3,4-dihydro-2H-[1,8]naphthyridine-1-carboxylic acid tert-butyl ester (132 mg, 0.29 mmol) is dissolved in DMF (4.0 mL) and cooled down to 0° C. Sodium hydride 60% in mineral oil (14 mg, 0.35 mmol) is added and the mixture is stirred for 10 min. Then iodomethane (0.036 mL, 0.58 mmol) is added and the reaction mixture is warmed up to room temperature for 2 hrs. Saturated NH4Cl aqueous solution (2.0 mL) is added along with water (10 m... Starting materials: CN(C(=O)Cl)C (dimethylcarbamoyl chloride), OC1=CC=CC=2C1=CSN2 (4-hydroxy-2,1-benzisothiazole), [H][H] (hydrogen), oil, [H-].[Na+] (sodium hydride). Solvent: CN(C=O)C (dimethylformamide), O (Water). Conditions: time 16 hour. Product: CN(C(OC1=CC=CC=2C1=CSN2)=O)C (2,1-benzisothiazol-4-yl N,N-dimethylcarbamate). As a reaction SMILES: [OH:1][C:2]1[C:7]2=[CH:8][S:9][N:10]=[C:6]2[CH:5]=[CH:4][CH:3]=1.[H-].[Na+].[H][H].[CH3:15][N:16]([CH3:20])[C:17](Cl)=[O:18]>O.CN(C)C=O>[CH3:15][N:16]([CH3:20])[C:17](=[O:18])[O:1][C:2]1[C:7]2=[CH:8][S:9][N:10]=[C:6]2[CH:5]=[CH:4][CH:3]=1 |f:1.2|. Procedure details: To a solution of 0.5 g. 4-hydroxy-2,1-benzisothiazole and 20 ml. dimethylformamide was added 0.4 g. of a 57 percent oil dispersion of sodium hydride at room temperature. After evolution of hydrogen from the mixture was completed, 1.1 g. dimethylcarbamoyl chloride was added and the mixture was stirred 16 hours at room temperature. Water (50 ml.) was added to the mixture, which was then extracted with chloroform. The chloroform extract was washed once with water and dried over calcium sulfate. Cal... Starting materials: C(C)(C)N(CC)C(C)C (diisopropylethylamine), Dihydrogen, BrC=1C=C(C=CC1)C1=NC(=C2C=NC(=NN21)NC2=CC(=C(C(=C2)OC)OC)OC)C (7-(3-bromophenyl)-5-methyl-N-(3,4,5-trimethoxyphenyl)-imidazo[5,1-f][1,2,4]triazin-2-amine), C1(=CC=CC=C1)/C=C/C(=O)N ((2E)-3-phenylprop-2-enamide), C([O-])([O-])=O.[K+].[K+] (potassium carbonate). Reagents/catalysts: [Br-].C(CCC)[N+](CCCC)(CCCC)CCCC (tetrabutylammonium bromide), [Pd].C1(=CC=CC=C1)P(C1=CC=CC=C1)C1=CC=CC=C1.C1(=CC=CC=C1)P(C1=CC=CC=C1)C1=CC=CC=C1.C1(=CC=CC=C1)P(C1=CC=CC=C1)C1=CC=CC=C1.C1(=CC=CC=C1)P(C1=CC=CC=C1)C1=CC=CC=C1 (tetrakis(triphenylphosphine) palladium (0)). The solvent is O1CCOCC1 (1,4-dioxane). Reaction conditions: temperature 110 celsius. The product is CC=1N=C(N2N=C(N=CC21)NC2=CC(=C(C(=C2)OC)OC)OC)C=2C=C(C=CC2)\C(=C/C(=O)N)\C2=CC=CC=C2 ((2Z)-3-(3-{5-methyl-2-[(3,4,5-trimethoxyphenyl)amino]imidazo[5,1-f][1,2,4]triazin-7-yl}phenyl)-3-phenylprop-2-enamide). Yield: 19.7%. RXN SMILES: Br[C:2]1[CH:3]=[C:4]([C:8]2[N:16]3[C:11]([CH:12]=[N:13][C:14]([NH:17][C:18]4[CH:23]=[C:22]([O:24][CH3:25])[C:21]([O:26][CH3:27])=[C:20]([O:28][CH3:29])[CH:19]=4)=[N:15]3)=[C:10]([CH3:30])[N:9]=2)[CH:5]=[CH:6][CH:7]=1.[C:31]1(/[CH:37]=[CH:38]/[C:39]([NH2:41])=[O:40])[CH:36]=[CH:35][CH:34]=[CH:33][CH:32]=1.C(=O)([O-])[O-].[K+].[K+].C(N(C(C)C)CC)(C)C>[Br-].C([N+](CCCC)(CCCC)CCCC)CCC.[Pd].C1(P(C2C=CC=CC=2)C2C=CC=CC=2)C=CC=CC=1.C1(P(C2C=CC=CC=2)C2C=CC=CC=2)C=CC=CC=1.C1(P(C2C=CC=CC=2)C2C=CC=CC=2)C=CC=CC=1.C1(P(C2C=CC=CC=2)C2C=CC=CC=2)C=CC=CC=1.O1CCOCC1>[CH3:30][C:10]1[N:9]=[C:8]([C:4]2[CH:3]=[C:2](/[C:37](/[C:31]3[CH:36]=[CH:35][CH:34]=[CH:33][CH:32]=3)=[CH:38]\[C:39]([NH2:41])=[O:40])[CH:7]=[CH:6][CH:5]=2)[N:16]2[C:11]=1[CH:12]=[N:13][C:14]([NH:17][C:18]1[CH:23]=[C:22]([O:24][CH3:25])[C:21]([O:26][CH3:27])=[C:20]([O:28][CH3:29])[CH:19]=1)=[N:15]2 |f:2.3.4,6.7,8.9.10.11.12|. Procedure details: To a mixture of 7-(3-bromophenyl)-5-methyl-N-(3,4,5-trimethoxyphenyl)imidazo[5,1-f][1,2,4]triazin-2-amine (Example 9) (40 mg, 0.085 mmol), (2E)-3-phenylprop-2-enamide (15.0 mg, 0.10 mmol), tetrakis(triphenylphosphine) palladium (0) (5.0 mg, 0.004 mmol) and potassium carbonate (17.6 mg, 0.127 mmol) was added 1,4-dioxane (1.0 mL). In a sealed reaction vessel, the mixture was heated with microwave radiation at 110° C. for 20 minutes. Analysis by LCMS indicated that no reaction occurred. To the mixt... The reactants are C(C)(=O)OC=CCSC (1-acetoxy-3-methylthiopropene), CO (methanol), stainless steel, [C]=O (carbon monoxide), C(C)(=O)OC(C(=O)OC)CCSC (2-acetoxy-4-(methylthio)butanoic acid, methyl ester). The reagents and catalysts are Cl[Pd]([P](C1=CC=CC=C1)(C2=CC=CC=C2)C3=CC=CC=C3)([P](C4=CC=CC=C4)(C5=CC=CC=C5)C6=CC=CC=C6)Cl (bis(triphenylphosphine)dichloropalladium). Run in C1(=CC=CC=C1)C (Toluene), O1CCCC1 (tetrahydrofuran). Run at temperature 100 celsius. The product is C(C)(=O)OC(C(=S)OC)CCSC (2-acetoxy-4-(methylthio)thiobutanoic acid, methyl ester). The yield is 19.5%. RXN SMILES: C(OC=CC[S:8]C)(=O)C.CO.[C]=O.[C:14]([O:17][CH:18]([CH2:23][CH2:24][S:25][CH3:26])[C:19]([O:21][CH3:22])=O)(=[O:16])[CH3:15]>O1CCCC1.Cl[Pd](Cl)([P](C1C=CC=CC=1)(C1C=CC=CC=1)C1C=CC=CC=1)[P](C1C=CC=CC=1)(C1C=CC=CC=1)C1C=CC=CC=1.C1(C)C=CC=CC=1>[C:14]([O:17][CH:18]([CH2:23][CH2:24][S:25][CH3:26])[C:19]([O:21][CH3:22])=[S:8])(=[O:16])[CH3:15] |^3:11,^1:34,53|. Reported procedure: 0.5 mmoles 1-acetoxy-3-methylthiopropene (Z:E ratio 43:57) and 2.5 mmoles methanol were charged into a 71 cc stainless steel bomb equipped with a glass liner and a Teflon coated stir bar. Ten mole percent, based on 1-acetoxy-3-methylthiopropene, of a catalyst comprising bis(triphenylphosphine)dichloropalladium, (φ3P)2PdCl2, was added. Toluene was included as an internal standard. Five milliliters of tetrahydrofuran as a solvent were also included in the reaction system. The reaction mixture was ... Starting materials: ClC1=C(C#N)C=CC=N1 (2-chloro-nicotinonitrile), NCC1=CC=NC=C1 (4-(aminomethyl)pyridin). The solvent is CCOC(=O)C (EtOAc), CN1CCCC1=O (NMP). Conditions: temperature 130 celsius, time 20 hour. The product is N1=CC=C(C=C1)CNC1=C(C#N)C=CC=N1 ((Pyridin-4-ylmethyl-amino]-nicotinonitrile). The yield is 15.5%. Reaction SMILES: Cl[C:2]1[N:9]=[CH:8][CH:7]=[CH:6][C:3]=1[C:4]#[N:5].[NH2:10][CH2:11][C:12]1[CH:17]=[CH:16][N:15]=[CH:14][CH:13]=1>CN1C(=O)CCC1.CCOC(C)=O>[N:15]1[CH:16]=[CH:17][C:12]([CH2:11][NH:10][C:2]2[N:9]=[CH:8][CH:7]=[CH:6][C:3]=2[C:4]#[N:5])=[CH:13][CH:14]=1. Reported procedure: To a stirred solution of 2-chloro-nicotinonitrile (Aldrich, 10.4 g, 75.06 mmol) in dry NMP (40 ml) was added 4-(aminomethyl)pyridin (15.2 ml, 150.26 mmol). The reaction mixture was heated to 130° C., and stirred at this temperature for 20 hours. The mixture was cooled to room temperature and diluted with EtOAc (500 ml) and washed with saturated aqueous NaHCO3, water and brine. The organic layer was dried (Na2SO4) and evaporated under reduced pressure. The remaining red-brown solid material was r... Reactants: O1C(CCCC1)N1N=C(C=C1O)C(F)(F)F (1-(Tetrahydro-2H-pyran-2-yl)-3-(trifluoromethyl)-1H-pyrazol-5-ol), ClC=1N=NC=C(C1)OC (3-chloro-5-methoxypyridazine), C1(=CC=CC=C1)C (toluene), N1=C(C=CC=C1C)C (2,6 lutidine). Run in ClCCl (dichloromethane). The product is COC=1C=C(N=NC1)OC1=CC(=NN1C1OCCCC1)C(F)(F)F (5-methoxy-3-[[1-(tetrahydro-2H-pyran-2-yl)-3-(trifluoromethyl)-1H-pyrazol-5-yl]oxy]pyridazine). Yield: 59.3%. As a reaction SMILES: [O:1]1[CH2:6][CH2:5][CH2:4][CH2:3][CH:2]1[N:7]1[C:11]([OH:12])=[CH:10][C:9]([C:13]([F:16])([F:15])[F:14])=[N:8]1.Cl[C:18]1[N:19]=[N:20][CH:21]=[C:22]([O:24][CH3:25])[CH:23]=1.C1(C)C=CC=CC=1.N1C(C)=CC=CC=1C>ClCCl>[CH3:25][O:24][C:22]1[CH:23]=[C:18]([O:12][C:11]2[N:7]([CH:2]3[CH2:3][CH2:4][CH2:5][CH2:6][O:1]3)[N:8]=[C:9]([C:13]([F:16])([F:14])[F:15])[CH:10]=2)[N:19]=[N:20][CH:21]=1. Procedure details: 1-(Tetrahydro-2H-pyran-2-yl)-3-(trifluoromethyl)-1H-pyrazol-5-ol (2.37 g, 0.010 mole), 3-chloro-5-methoxypyridazine (1.39 g, 0.0096 mole), toluene (60 mL), and 2,6 lutidine (1.5 g, 0.014 mole) were heated and held at reflux for 3 hours. The mixture was cooled, diluted with 100 mL of dichloromethane, and washed with 1% hydrochloric acid followed by 1% sodium hydroxide solution. The washed solution was dried over magnesium sulfate, filtered and concentrated in vacuo. The residue was chromatographe... Reactants: CCOC(=O)CBr, O=C([O-])[O-], CC#N, [K+], [K+], Nc1ccc(Cl)cc1. As a reaction SMILES: [Br:9][CH2:10][C:11](=[O:12])[O:13][CH2:14][CH3:15].[C:16](=[O:17])([O-:18])[O-:19].[CH3:22][C:23]#[N:24].[K+:20].[K+:21].[NH2:1][c:2]1[cH:3][cH:4][c:5]([Cl:6])[cH:7][cH:8]1>>[NH:1]([c:2]1[cH:3][cH:4][c:5]([Cl:6])[cH:7][cH:8]1)[CH2:10][C:11](=[O:12])[O:13][CH2:14][CH3:15]. The product is CCOC(=O)CNc1ccc(Cl)cc1. Reactants: O(C1=CC=CC=C1)C1=CC=C(C=C1)O (4-phenoxyphenol), 1,2-carbonyldioxycyclopentane, [I-].C(C)[NH+](CC)CC (triethylammonium iodide). The solvent is C(Cl)(Cl)Cl (chloroform). Reaction conditions: temperature 150 celsius, time 7 hour. Yields the product O(C1=CC=CC=C1)C1=CC=C(OC2C(CCC2)O)C=C1 (2-(4-phenoxyphenoxy)-cyclopentan-1-ol). As a reaction SMILES: [O:1]([C:8]1[CH:13]=[CH:12][C:11]([OH:14])=[CH:10][CH:9]=1)[C:2]1[CH:7]=[CH:6][CH:5]=[CH:4][CH:3]=1.[I-].C([NH+]([CH2:21][CH3:22])CC)C>C(Cl)(Cl)Cl>[O:1]([C:8]1[CH:9]=[CH:10][C:11]([O:14][CH:22]2[CH2:21][CH2:4][CH2:3][CH:2]2[OH:1])=[CH:12][CH:13]=1)[C:2]1[CH:7]=[CH:6][CH:5]=[CH:4][CH:3]=1 |f:1.2|. Procedure details: A mixture of 18.6 g of 4-phenoxyphenol, 12.8 g of 1,2-carbonyldioxycyclopentane and 4.6 g of triethylammonium iodide is stirred for 7 hours at 150° C. After cooling, the reaction mixture is taken up in chloroform. The solution is washed with water and once with saturated sodium chloride solution, dried over sodium sulphate and concentrated by rotary evaporation. Fractional distillation of the residue yields (2-(4-phenoxyphenoxy)-cyclopentan-1-ol as a colourless oil with a melting point of 181°-1...